This data is from the Open Reaction Database (ORD), a public repository of structured organic reaction records. The task is: describe an organic reaction: reactants, conditions, products, and yield Reactants: CCOC(=O)C(N)C(C)C, CO, ClC(Cl)Cl, Cl, CC(NC(=O)Cc1cccc([N+](=O)[O-])c1)C(=O)NC(C(=O)O)C(C)O. The product is CCOC(=O)C(NC(=O)C(NC(=O)C(C)NC(=O)Cc1cccc([N+](=O)[O-])c1)C(C)O)C(C)C. Reaction SMILES: [CH2:27]([CH3:28])[O:29][C:30]([CH:31]([NH2:32])[CH:33]([CH3:34])[CH3:35])=[O:36].[CH3:41][OH:42].[Cl:37][CH:38]([Cl:39])[Cl:40].[ClH:26].[N+:1](=[O:2])([O-:3])[c:4]1[cH:5][c:6]([CH2:10][C:11](=[O:12])[NH:13][CH:14]([CH3:15])[C:16](=[O:17])[NH:18][CH:19]([CH:20]([OH:21])[CH3:22])[C:23](=[O:24])[OH:25])[cH:7][cH:8][cH:9]1>>[N+:1](=[O:2])([O-:3])[c:4]1[cH:5][c:6]([CH2:10][C:11](=[O:12])[NH:13][CH:14]([CH3:15])[C:16](=[O:17])[NH:18][CH:19]([CH:20]([OH:21])[CH3:22])[C:23](=[O:25])[NH:32][CH:31]([C:30]([O:29][CH2:27][CH3:28])=[O:36])[CH:33]([CH3:34])[CH3:35])[cH:7][cH:8][cH:9]1.